Dataset: the Open Reaction Database (ORD), a public repository of structured organic reaction records. Task: describe an organic reaction: reactants, conditions, products, and yield Starting materials: C(=O)(OC(C)(C)C)N1[C@H](CCC1=O)C(=O)OCC (Ethyl Boc-D-pyroglutamate), BrCC1=CC=CC=C1 (Bromomethyl-benzene), BrC1=CC=C(C=C1)OC(C)(C)C (1-Bromo-4-tert-butoxy-benzene). The product is C(C)OC([C@@H](CCCC1=CC=C(C=C1)OC(C)(C)C)NC(=O)OC(C)(C)C)=O ((R)-2-tert-Butoxycarbonylamino-5-(4-tert-butoxy-phenyl)-pentanoic acid ethyl ester). Reaction SMILES: [C:1]([N:8]1[C:12](=O)[CH2:11][CH2:10][C@@H:9]1[C:14]([O:16][CH2:17][CH3:18])=[O:15])([O:3][C:4]([CH3:7])([CH3:6])[CH3:5])=[O:2].BrCC1C=CC=CC=1.Br[C:28]1[CH:33]=[CH:32][C:31]([O:34][C:35]([CH3:38])([CH3:37])[CH3:36])=[CH:30][CH:29]=1>>[CH2:17]([O:16][C:14](=[O:15])[C@H:9]([NH:8][C:1]([O:3][C:4]([CH3:7])([CH3:6])[CH3:5])=[O:2])[CH2:10][CH2:11][CH2:12][C:28]1[CH:33]=[CH:32][C:31]([O:34][C:35]([CH3:38])([CH3:37])[CH3:36])=[CH:30][CH:29]=1)[CH3:18]. Reported procedure: (R)-2-tert-Butoxycarbonylamino-5-(4-tert-butoxy-phenyl)-pentanoic acid ethyl ester is prepared according to the procedure of Ding, Chuanyong.; Ma, Rujian.; Rong, Guobin. Preparation of w-Phenyl-(2S)—N-Boc-amino Acid Ethyl esters; Chinese Journal of Organic Chemistry Vol 26(12) 2006, 1694 &1695, replacing Ethyl Boc-L-pyroglutamate with Ethyl Boc-D-pyroglutamate & Bromomethyl-benzene with 1-Bromo-4-tert-butoxy-benzene in Example 2a, using preparation steps 2.2, 2.3, and 2.5; [M+H]+ 394 Reactants: I.C(C)(=O)NCC1=CC=CC(=N1)C=1N=C(SC1)N=C(SC)N (4-(6-acetylaminomethylpyridin-2-yl)-2-[(amino)(methylthio)methyleneamino]thiazole hydriodide), C(CCC)N (n-butylamine). Solvent: C(C)O (ethanol). Product: C(C)(=O)NCC1=CC=CC(=N1)C=1N=C(SC1)N=C(NCCCC)N (4-(6-acetylaminomethylpyridin-2-yl)-2-[(amino) (n-butylamino)methyleneamino]thiazole). Reaction SMILES: I.[C:2]([NH:5][CH2:6][C:7]1[N:12]=[C:11]([C:13]2[N:14]=[C:15]([N:18]=[C:19]([NH2:22])SC)[S:16][CH:17]=2)[CH:10]=[CH:9][CH:8]=1)(=[O:4])[CH3:3].[CH2:23]([NH2:27])[CH2:24][CH2:25][CH3:26]>C(O)C>[C:2]([NH:5][CH2:6][C:7]1[N:12]=[C:11]([C:13]2[N:14]=[C:15]([N:18]=[C:19]([NH2:22])[NH:27][CH2:23][CH2:24][CH2:25][CH3:26])[S:16][CH:17]=2)[CH:10]=[CH:9][CH:8]=1)(=[O:4])[CH3:3] |f:0.1|. Reported procedure: A mixture of 4-(6-acetylaminomethylpyridin-2-yl)-2-[(amino)(methylthio)methyleneamino]thiazole hydriodide (1.5 g) and n-butylamine (1.6 ml) in ethanol (30 ml) was heated under reflux for 40 hours. The solvent was removed by concentration and residue was added to a mixture of ethyl acetate, tetrahydrofuran and water. The mixture was adjusted to pH 9.5 with 20% aqueous potassium carbonate and a separated organic layer was washed with brine and dried over magnesium sulfate. Evaporation of a solvent... Reactants: BrCCCCCCC1=CC=C(CCC(=O)OC)C=C1 (methyl p-(6-bromohexyl)dihydrocinnamate), C(C)NCC (diethylamine). Run in CO (methanol). Yields the product C(C)N(CCCCCCC1=CC=C(CCC(=O)OC)C=C1)CC (methyl p-(6-diethylaminohexyl)dihydrocinnamate). Yield: 84.4%. Reaction SMILES: Br[CH2:2][CH2:3][CH2:4][CH2:5][CH2:6][CH2:7][C:8]1[CH:19]=[CH:18][C:11]([CH2:12][CH2:13][C:14]([O:16][CH3:17])=[O:15])=[CH:10][CH:9]=1.[CH2:20]([NH:22][CH2:23][CH3:24])[CH3:21]>CO>[CH2:20]([N:22]([CH2:23][CH3:24])[CH2:2][CH2:3][CH2:4][CH2:5][CH2:6][CH2:7][C:8]1[CH:19]=[CH:18][C:11]([CH2:12][CH2:13][C:14]([O:16][CH3:17])=[O:15])=[CH:10][CH:9]=1)[CH3:21]. Procedure: To 10 ml of methanol was added 2.1 g of methyl p-(6-bromohexyl)dihydrocinnamate and 4.67 g of diethylamine, and the mixture was refluxed for 5 hours. The solvent was evaporated off under a reduced pressure, 50 ml of ethyl acetate was added to the residue, and the mixture was washed twice with 20 ml of water, dried over magnesium sulfate and evaporated under a reduced pressure, to obtain 1.73 g of methyl p-(6-diethylaminohexyl)dihydrocinnamate as a colorless oil. To 1.5 g of this oil was added 4.... Reactants: ClC1=NC2=CC(=CC=C2N=C1)OC (2-chloro-7-methoxy-quinoxaline), S1C(=CC=C1)C1=CC(=NO1)C(=O)O (5-thiophen-2-yl-isoxazole-3-carboxylic acid), BrCCO (2-bromo-ethanol), C(C)(C)(C)OC(NCC1CNCC1)=O (pyrrolidin-3-ylmethyl-carbamic acid tert-butyl ester). The product is COC1=CC=C2N=CC(=NC2=C1)OCCN1CC(CC1)CNC(=O)C1=NOC(=C1)C=1SC=CC1 (5-thiophen-2-yl-isoxazole-3-carboxylic acid {1-[2-(7-methoxy-quinoxalin-2-yloxy)-ethyl]-pyrrolidin-3-ylmethyl}-amide). As a reaction SMILES: Cl[C:2]1[CH:11]=[N:10][C:9]2[C:4](=[CH:5][C:6]([O:12][CH3:13])=[CH:7][CH:8]=2)[N:3]=1.Br[CH2:15][CH2:16][OH:17].C(O[C:23](=[O:31])[NH:24][CH2:25][CH:26]1[CH2:30][CH2:29][NH:28][CH2:27]1)(C)(C)C.[S:32]1[CH:36]=[CH:35][CH:34]=[C:33]1[C:37]1[O:41][N:40]=[C:39](C(O)=O)[CH:38]=1>>[CH3:13][O:12][C:6]1[CH:5]=[C:4]2[C:9]([N:10]=[CH:11][C:2]([O:17][CH2:16][CH2:15][N:28]3[CH2:29][CH2:30][CH:26]([CH2:25][NH:24][C:23]([C:39]4[CH:38]=[C:37]([C:33]5[S:32][CH:36]=[CH:35][CH:34]=5)[O:41][N:40]=4)=[O:31])[CH2:27]3)=[N:3]2)=[CH:8][CH:7]=1. Reported procedure: The title compound is prepared as an orange semi-solid following Scheme 1 and in analogy to Example 1 using 2-chloro-7-methoxy-quinoxaline, 2-bromo-ethanol, pyrrolidin-3-ylmethyl-carbamic acid tert-butyl ester and 5-thiophen-2-yl-isoxazole-3-carboxylic acid as starting materials. Reactants: C(C)(=O)C1=CC(=CC(=N1)C(=O)OC)Cl (methyl 6-acetyl-4-chloro-2-pyridinecarboxylate), [Cl-] (chloride). Run in C(C)(=O)O (acetic acid). Product: ClC1=CC(=NC(=C1)C(CCl)=O)C(=O)OC (methyl 4-chloro-6-chloroacetyl-2-pyridinecarboxylate). Reaction SMILES: [C:1]([C:4]1[N:9]=[C:8]([C:10]([O:12][CH3:13])=[O:11])[CH:7]=[C:6]([Cl:14])[CH:5]=1)(=[O:3])[CH3:2].[Cl-:15]>C(O)(=O)C>[Cl:14][C:6]1[CH:5]=[C:4]([C:1](=[O:3])[CH2:2][Cl:15])[N:9]=[C:8]([C:10]([O:12][CH3:13])=[O:11])[CH:7]=1. Procedure details: A solution of methyl 6-acetyl-4-chloro-2-pyridinecarboxylate (6.55 g) and surfuryl chloride (2,73 ml) in acetic acid (33 ml) was stirred at ambient temperature for 14 hours and further at 50° C. for three hours, The solvent was evaporated in vacuo and the residue was mixed with water. The resulting precipitate was collected by filtration and washed with water to give methyl 4-chloro-6-chloroacetyl-2-pyridinecarboxylate (6.75 g). Reactants: C(C)(C)(C)S(=O)(=O)C[C@H](C(=O)N[C@@H](CC1=CN(C=N1)C1=C(C=C(C=C1)[N+](=O)[O-])[N+](=O)[O-])C(=O)O)CC1=CC=CC=C1 (N-[(S)-α-[(tert-butylsulphonyl)methyl]hydrocinnamoyl]-1-(2,4-dinitrophenyl)-L-histidine), N[C@H]([C@H](C(=O)C1CC1)O)CC1CCCCC1 ((2R,3S)-3-amino-4-cyclohexyl-1-cyclopropyl-2-hydroxy-1-butanone). Product: C1(CCCCC1)C[C@@H]([C@H](C(=O)C1CC1)O)NC(CCC=1N=CN(C1)C1=C(C=C(C=C1)[N+](=O)[O-])[N+](=O)[O-])=O (N-[(1S,2R)-1-(cyclohexylmethyl)-3-cyclopropyl-2-hydroxy-3-oxopropyl]-1-(2,4-dinitrophenyl)imidazole-4-propionamide). As a reaction SMILES: C(S(C[C@@H](CC1C=CC=CC=1)C(N[C@H:13]([C:32]([OH:34])=O)[CH2:14][C:15]1[N:19]=[CH:18][N:17]([C:20]2[CH:25]=[CH:24][C:23]([N+:26]([O-:28])=[O:27])=[CH:22][C:21]=2[N+:29]([O-:31])=[O:30])[CH:16]=1)=O)(=O)=O)(C)(C)C.[NH2:42][C@@H:43]([CH2:51][CH:52]1[CH2:57][CH2:56][CH2:55][CH2:54][CH2:53]1)[C@@H:44]([OH:50])[C:45]([CH:47]1[CH2:49][CH2:48]1)=[O:46]>>[CH:52]1([CH2:51][C@H:43]([NH:42][C:32](=[O:34])[CH2:13][CH2:14][C:15]2[N:19]=[CH:18][N:17]([C:20]3[CH:25]=[CH:24][C:23]([N+:26]([O-:28])=[O:27])=[CH:22][C:21]=3[N+:29]([O-:31])=[O:30])[CH:16]=2)[C@@H:44]([OH:50])[C:45]([CH:47]2[CH2:48][CH2:49]2)=[O:46])[CH2:53][CH2:54][CH2:55][CH2:56][CH2:57]1. Procedure details: In an analogous manner to that described in Example 23, by condensing N-[(S)-α-[(tert-butylsulphonyl)methyl]hydrocinnamoyl]-1-(2,4-dinitrophenyl)-L-histidine and (2R,3S)-3-amino-4-cyclohexyl-1-cyclopropyl-2-hydroxy-1-butanone there is obtained (S)-α-[(S)-α-(tert-butylsulphonyl)methyl]hydrocinnamamido]-N-[(1S,2R)-1-(cyclohexylmethyl)-3-cyclopropyl-2-hydroxy-3-oxopropyl]-1-(2,4-dinitrophenyl)imidazole-4-propionamide as a yellow solid, MS: 795 (M+H)+. Starting materials: C=1(CCCCCN1)O.COC (caprolactim methyl-ether), Cl.C1(=CC=CC=C1)NN (phenylhydrazine hydrochloride). Run in C(C)O (ethanol). Reaction conditions: time 2 hour. Yields the product Cl.C1(=CC=CC=C1)NN=C1CCCCCN1 (caprolactam-phenylhydrazone hydrochloride). The yield is 91.8%. As a reaction SMILES: [C:1]1(O)[CH2:2][CH2:3][CH2:4][CH2:5][CH2:6][N:7]=1.COC.[ClH:12].[C:13]1([NH:19][NH2:20])[CH:18]=[CH:17][CH:16]=[CH:15][CH:14]=1>C(O)C>[ClH:12].[C:13]1([NH:19][N:20]=[C:1]2[NH:7][CH2:6][CH2:5][CH2:4][CH2:3][CH2:2]2)[CH:18]=[CH:17][CH:16]=[CH:15][CH:14]=1 |f:0.1,2.3,5.6|. Procedure: 127 G (1 mole) of caprolactim-methyl-ether were added dropwise over the course of 30 minutes to a mixture of 144.5 g (1 mole) of phenylhydrazine hydrochloride and 700 ml of anhydrous ethanol at -10°C, while stirring well and cooling; the mixture was kept for a further hour at -10°C, then for 2 hours at room temperature and for 30 minutes at the reflux temperature. After cooling, the mixture was filtered and further crystal fractions were isolated by concentrating the mother liquor under reduced ... The reactants are N1C=CC2=CC=C(C=C12)C(=O)OC (methyl 1H-indole-6-carboxylate), BrCCCOC (1-bromo-3-methoxypropane), C(C)(=O)OCC (ethyl acetate), [I-].[K+] (potassium iodide). The solvent is CN(C=O)C (N,N-dimethylformamide), CN(C=O)C (N,N-dimethylformamide), O (water). Run at time 3 hour. The product is COCCCN1C=CC2=CC=C(C=C12)C(=O)OC (methyl 1-(3-methoxypropyl)-1H-indole-6-carboxylate). Yield: 82.2%. RXN SMILES: [NH:1]1[C:9]2[C:4](=[CH:5][CH:6]=[C:7]([C:10]([O:12][CH3:13])=[O:11])[CH:8]=2)[CH:3]=[CH:2]1.Br[CH2:15][CH2:16][CH2:17][O:18][CH3:19].[I-].[K+].C(OCC)(=O)C>CN(C)C=O.O>[CH3:19][O:18][CH2:17][CH2:16][CH2:15][N:1]1[C:9]2[C:4](=[CH:5][CH:6]=[C:7]([C:10]([O:12][CH3:13])=[O:11])[CH:8]=2)[CH:3]=[CH:2]1 |f:2.3|. Reported procedure: To a solution of methyl 1H-indole-6-carboxylate (5.0 g) in N,N-dimethylformamide (40 mL) was added dropwise a solution of 1-bromo-3-methoxypropane (5.24 g) in N,N-dimethylformamide (10 mL) under ice-cooling, and then thereto was added potassium iodide (948 mg), and the mixture was stirred at room temperature for 3 hours. To the reaction mixture was sequentially added ethyl acetate and water under ice-cooling, and the organic layer was separated. The organic layer was washed with water twice and ...